Dataset: the Open Reaction Database (ORD), a public repository of structured organic reaction records. Task: describe an organic reaction: reactants, conditions, products, and yield Starting materials: C(C1=CC=CC=C1)N(CC(=O)OCC)S(=O)(=O)N1CCC(CC1)OC (ethyl 2-[benzyl-(4-methoxypiperidine-1-sulfonyl)amino]acetate), O(C1=CC=CC=C1)C1CCNCC1 (4-phenoxypiperidine). Product: C(C1=CC=CC=C1)CN (benzylmethylamine). Reaction SMILES: [CH2:1](N(S(N1CCC(OC)CC1)(=O)=O)CC(OCC)=O)[C:2]1[CH:7]=[CH:6][CH:5]=[CH:4][CH:3]=1.O(C1CC[NH:36][CH2:35]C1)C1C=CC=CC=1>>[CH2:1]([CH2:35][NH2:36])[C:2]1[CH:3]=[CH:4][CH:5]=[CH:6][CH:7]=1. Procedure: ethyl 2-[benzyl-(4-methoxypiperidine-1-sulfonyl)amino]acetate (via methylation of the corresponding 4-hydroxypiperidine analog);